The task is: describe an organic reaction: reactants, conditions, products, and yield. This data is from the Open Reaction Database (ORD), a public repository of structured organic reaction records. Starting materials: O=C=NCc1ccccc1, CN(C)C=O, CCOC(=O)C(=O)c1csc(N)n1. Yields the product CCOC(=O)C(=O)c1csc(NC(=O)NCc2ccccc2)n1. RXN SMILES: [CH2:14]([c:15]1[cH:16][cH:17][cH:18][cH:19][cH:20]1)[N:21]=[C:22]=[O:23].[CH3:24][N:25]([CH3:26])[CH:27]=[O:28].[NH2:1][c:2]1[s:3][cH:4][c:5]([C:7]([C:8](=[O:9])[O:10][CH2:11][CH3:12])=[O:13])[n:6]1>>[NH:1]([c:2]1[s:3][cH:4][c:5]([C:7]([C:8](=[O:9])[O:10][CH2:11][CH3:12])=[O:13])[n:6]1)[C:22]([NH:21][CH2:14][c:15]1[cH:16][cH:17][cH:18][cH:19][cH:20]1)=[O:23]. The reactants are O (Water), [N+](=O)([O-])C=1C=C(NC2=NC=CC=C2C(=O)Cl)C=CC1 (2-(3-nitroanilino)-3-chloroformylpyridine), solution, [NH4+].[OH-] (NH4OH), [Cl-].[NH4+] (ammonium chloride). Run in O1CCCC1 (tetrahydrofuran). The product is [N+](=O)([O-])C=1C=C(NC2=NC=CC=C2C(N)=O)C=CC1 (2-(3-nitroanilino)-3-carbamoylpyridine). Isolated yield 99.0%. As a reaction SMILES: [N+:1]([C:4]1[CH:5]=[C:6]([CH:17]=[CH:18][CH:19]=1)[NH:7][C:8]1[C:13]([C:14](Cl)=[O:15])=[CH:12][CH:11]=[CH:10][N:9]=1)([O-:3])=[O:2].[NH4+:20].[OH-].O.[Cl-].[NH4+]>O1CCCC1>[N+:1]([C:4]1[CH:5]=[C:6]([CH:17]=[CH:18][CH:19]=1)[NH:7][C:8]1[C:13]([C:14](=[O:15])[NH2:20])=[CH:12][CH:11]=[CH:10][N:9]=1)([O-:3])=[O:2] |f:1.2,4.5|. Reported procedure: The 2-(3-nitroanilino)-3-chloroformylpyridine was dissolved in tetrahydrofuran (2000 ml) and 70 ml of 30% solution of NH4OH was added dropwise with stirring to the reaction mixture. The reaction mixture was stirred at room temperature for 18 hours. Water was added to the mixture to dissolve the solid ammonium chloride that was formed. The tetrahydrofuran was removed, and the resulting aqueous slurry was filtered and washed yielding a yellow solid. The solid was washed with water and air dried yi... Starting materials: C[Si](C)(C)CN1N=NC(=C1)CO ({1-[(trimethylsilyl)methyl]-1H-1,2,3-triazol-4-yl}methanol), [N+](=O)([O-])C1=C(C=CC(=C1)[N+](=O)[O-])S(=O)(=O)NCC1=CC=C(C(=O)OC)C=C1 (methyl 4-({[(2,4-dinitrophenyl)sulfonyl]amino}methyl)benzoate), C1(=CC=CC=C1)P(C1=CC=CC=C1)C1=CC=CC=C1 (triphenylphosphine), CCOC(=O)/N=N/C(=O)OCC (diethylazodicarboxylate), C1(=CC=CC=C1)P(C1=CC=CC=C1)C1=CC=CC=C1 (triphenylphosphine), CCOC(=O)/N=N/C(=O)OCC (diethylazodicarboxylate). Solvent: C1=CC=CC=C1 (benzene), CCOC(=O)C (EtOAc). The product is [N+](=O)([O-])C1=C(C=CC(=C1)[N+](=O)[O-])S(=O)(=O)N(CC=1N=NN(C1)C[Si](C)(C)C)CC1=CC=C(C(=O)OC)C=C1 (Methyl 4-{[[(2,4-dinitrophenyl)sulfonyl]({1-[(trimethylsilyl)methyl]-1H-1,2,3-triazol-4-yl}methyl)amino]methyl}benzoate). Reaction SMILES: [CH3:1][Si:2]([CH2:5][N:6]1[CH:10]=[C:9]([CH2:11]O)[N:8]=[N:7]1)([CH3:4])[CH3:3].[N+:13]([C:16]1[CH:21]=[C:20]([N+:22]([O-:24])=[O:23])[CH:19]=[CH:18][C:17]=1[S:25]([NH:28][CH2:29][C:30]1[CH:39]=[CH:38][C:33]([C:34]([O:36][CH3:37])=[O:35])=[CH:32][CH:31]=1)(=[O:27])=[O:26])([O-:15])=[O:14].C1(P(C2C=CC=CC=2)C2C=CC=CC=2)C=CC=CC=1.CCOC(/N=N/C(OCC)=O)=O>CCOC(C)=O.C1C=CC=CC=1>[N+:13]([C:16]1[CH:21]=[C:20]([N+:22]([O-:24])=[O:23])[CH:19]=[CH:18][C:17]=1[S:25]([N:28]([CH2:29][C:30]1[CH:39]=[CH:38][C:33]([C:34]([O:36][CH3:37])=[O:35])=[CH:32][CH:31]=1)[CH2:11][C:9]1[N:8]=[N:7][N:6]([CH2:5][Si:2]([CH3:1])([CH3:3])[CH3:4])[CH:10]=1)(=[O:26])=[O:27])([O-:15])=[O:14]. Procedure details: A solution of {1-[(trimethylsilyl)methyl]-1H-1,2,3-triazol-4-yl}methanol (241 mg, 1.30 mmol), methyl 4-({[(2,4-dinitrophenyl)sulfonyl]amino}methyl)benzoate (514 mg, 1.30 mmol), triphenylphosphine (409 mg, 1.56 mmol) and benzene (4.34 mL) was treated with diethylazodicarboxylate (247 uL, 1.56 mmol). After one hour additional portions of triphenylphosphine (204 mg, 0.780 mmol) and diethylazodicarboxylate (124 uL, 0.780 mmol) The reaction was diluted with EtOAc and washed with 2M aq. HCl 2×, water,...